Dataset: the Open Reaction Database (ORD), a public repository of structured organic reaction records. Task: describe an organic reaction: reactants, conditions, products, and yield Reactants: [N+](=O)([O-])C1=CC=CC=2C(C3=CC=CC=C3C(C12)=O)=O (1-nitroanthraquinone), [N+](=O)([O-])C1=CC=CC=2C(C3=CC=CC=C3C(C12)=O)=O (1-nitroanthraquinone), [H][H] (hydrogen), [N+](=O)([O-])C1=CC=CC=2C(C3=CC=CC=C3C(C12)=O)=O (1-nitroanthraquinone), [N+](=O)([O-])C1=CC=CC=2C(C3=C(C=CC=C3C(C12)=O)[N+](=O)[O-])=O (1,5-dinitroanthraquinone), [N+](=O)([O-])C1=CC=CC=2C(C3=CC=CC(=C3C(C12)=O)[N+](=O)[O-])=O (1,8-dinitroanthroquinone), C1=CC=CC=2C(C3=CC=CC=C3C(C12)=O)=O (anthraquinone), aqueous solution, [OH-].[Na+] (sodium hydroxide). Reagents/catalysts: [C].[Pd] (palladium-carbon). The solvent is CO (methanol). Conditions: time 60 minute. Product: NC1=CC=CC=2C(C3=CC=CC=C3C(C12)=O)=O (1-aminoanthraquinone). Isolated yield 86.8%. RXN SMILES: [N+:1]([C:4]1[C:17]2[C:16](=[O:18])[C:15]3[C:10](=[CH:11][CH:12]=[CH:13][CH:14]=3)[C:9](=[O:19])[C:8]=2[CH:7]=[CH:6][CH:5]=1)([O-])=O.[N+](C1C2C(=O)C3C(=C([N+]([O-])=O)C=CC=3)C(=O)C=2C=CC=1)([O-])=O.[N+](C1C2C(=O)C3C(=CC=CC=3[N+]([O-])=O)C(=O)C=2C=CC=1)([O-])=O.C1C2C(=O)C3C(=CC=CC=3)C(=O)C=2C=CC=1.[OH-].[Na+].[H][H]>[C].[Pd].CO>[NH2:1][C:4]1[C:17]2[C:16](=[O:18])[C:15]3[C:10](=[CH:11][CH:12]=[CH:13][CH:14]=3)[C:9](=[O:19])[C:8]=2[CH:7]=[CH:6][CH:5]=1 |f:4.5,7.8|. Procedure: A 500 ml. electromagnetically stirred autoclave was charged with 10 g of 1-nitroanthraquinone having a purity of 91.5% and containing 7.0% of 1,5-dinitroanthraquinone, 0.5% of 1,8-dinitroanthroquinone and 1.0% of anthraquinone as impurities, 120 g of a 3% aqueous solution of sodium hydroxide (0.01 mole as sodium hydroxide), 80 g of methanol, and 200 mg of 5% palladium-carbon (2% based on the 1-nitroanthraquinone). The 1-nitroanthraquinone was hydrogenated at a temperature of 50° C. and a pressur...